This data is from the Open Reaction Database (ORD), a public repository of structured organic reaction records. The task is: describe an organic reaction: reactants, conditions, products, and yield The reactants are C(C)(C)(C)OC(=O)N1C[C@@H](CC1)C=C ((S)-3-Vinyl-pyrrolidine-1-carboxylic acid t-butyl ester), N1=CC(=CC=C1)C#N (3-pyridinecarbonitrile), OO (Hydrogen peroxide). The reagents and catalysts are C[Re](=O)(=O)=O (methyltrioxorhenium (VII)). Yields the product C(C)(C)(C)OC(=O)N1C[C@@H](CC1)C1OC1 ((R)-3-Oxiranylpyrrolidine-1-carboxylic acid t-butyl ester). Isolated yield 64.8%. As a reaction SMILES: [C:1]([O:5][C:6]([N:8]1[CH2:12][CH2:11][C@@H:10]([CH:13]=[CH2:14])[CH2:9]1)=[O:7])([CH3:4])([CH3:3])[CH3:2].N1C=CC=C(C#N)C=1.[OH:23]O>C[Re](=O)(=O)=O>[C:1]([O:5][C:6]([N:8]1[CH2:12][CH2:11][C@@H:10]([CH:13]2[CH2:14][O:23]2)[CH2:9]1)=[O:7])([CH3:4])([CH3:3])[CH3:2]. Procedure details: To (S)-3-Vinyl-pyrrolidine-1-carboxylic acid t-butyl ester (50 g, 253.4 mmol, 1.0 eq.) was added 3-pyridinecarbonitrile (2.7 g, 25.3 mmol, 0.1 eq.) and methyltrioxorhenium (VII) (1.3 g, 5.1 mmol, 0.02 eq.). The mixture was stirred until homogeneous. 30% Hydrogen peroxide (11.2 g, 329.5 mmol, 1.3 eq.) was added, and the mixture was maintained below 35° C. The mixture was then extracted with EtOAc, washed with water, dried over Na2SO4, and purified by column chromatography (hexanes:EtOAc=1:3, 3 L)... Reactants: FC=1C=C(OC2CCN(CC2)C([C@H](C2=CC=CC=C2)N)=O)C=CC1F ((1S)-2-[4-(3,4-difluorophenoxy)-1-piperidinyl]-2-oxo-1-phenylethylamine), B (borane). Solvent: C1CCOC1 (THF). Reaction conditions: temperature 70 celsius. The product is FC=1C=C(OC2CCN(CC2)C[C@H](C2=CC=CC=C2)N)C=CC1F ((1S)-2-[4-(3,4-difluorophenoxy)-1-piperidinyl]-1-phenylethylamine). RXN SMILES: [F:1][C:2]1[CH:3]=[C:4]([CH:22]=[CH:23][C:24]=1[F:25])[O:5][CH:6]1[CH2:11][CH2:10][N:9]([C:12](=O)[C@@H:13]([NH2:20])[C:14]2[CH:19]=[CH:18][CH:17]=[CH:16][CH:15]=2)[CH2:8][CH2:7]1.B>C1COCC1>[F:1][C:2]1[CH:3]=[C:4]([CH:22]=[CH:23][C:24]=1[F:25])[O:5][CH:6]1[CH2:7][CH2:8][N:9]([CH2:12][C@@H:13]([NH2:20])[C:14]2[CH:19]=[CH:18][CH:17]=[CH:16][CH:15]=2)[CH2:10][CH2:11]1. Procedure: The product from Example 20, step b) (0.544 g) was dissolved in THF (5 ml) and borane [10.05 ml (1M in THF)] was added. The reaction was heated at reflux for 2 hours. The reaction was quenched slowly with MeOH and the solvents evaporated. Aqueous HCl (5 ml Concentrated HCl: 5 ml H2O) was added and the reaction heated at 70° C. for 1 hour. NaOH (2M) was added until pH 9 was reached. The product was extracted with CH2Cl2 and the combined organics washed with saturated aqueous NaHCO3, dried with Na... The reactants are CC(C)([O-])C.[K+] (Potassium tert-butoxide), Cl.NC1=C(SC(=C1)Cl)S(=O)(=O)N (3-amino-5-chlorothiophene-2-sulfonamide hydrochloride), C(C)(C)N=C=S (isopropyl isothiocyanate). Run in CN(C=O)C (N,N-dimethylformamide). Reaction conditions: time 5 minute. Yields the product NC1=C(SC(=C1)Cl)S(=O)(=O)NC(=S)NC(C)C (N-(3-Amino-5-chloro-2-thienylsulfonyl)-N'-isopropylthiourea). Yield: 79.7%. Reaction SMILES: CC(C)([O-])C.[K+].Cl.[NH2:8][C:9]1[CH:13]=[C:12]([Cl:14])[S:11][C:10]=1[S:15]([NH2:18])(=[O:17])=[O:16].[CH:19]([N:22]=[C:23]=[S:24])([CH3:21])[CH3:20]>CN(C)C=O>[NH2:8][C:9]1[CH:13]=[C:12]([Cl:14])[S:11][C:10]=1[S:15]([NH:18][C:23]([NH:22][CH:19]([CH3:21])[CH3:20])=[S:24])(=[O:16])=[O:17] |f:0.1,2.3|. Procedure details: Potassium tert-butoxide (0.49 g, 4.4 mmol) was added to a solution of 3-amino-5-chlorothiophene-2-sulfonamide hydrochloride (0.5 g, 2.0 mmol) in dry N,N-dimethylformamide (5 ml) with stirring on an ice bath. After 5 min, isopropyl isothiocyanate (0.26 ml, 2.4 mmol) was added dropwise to the resulting suspension, and the mixture was stirred for 30 min at 0° C. The cooling bath was removed, and stirring was continued at room temperature for 30 min. The solvent was evaporated at <50° C., and the re... Starting materials: N1=CC=C(C=C1)CCN1CCC2(CC1)CCC(CC2)CC(=O)OCC (Ethyl (3-(2-(Pyridin-4-yl)ethyl)-3-azaspiro[5.5]undec-9-yl)acetate). The reagents and catalysts are [OH-].[Na+] (sodium hydroxide). Solvent: C(C)O (ethanol), O (water). Reaction conditions: temperature 70 celsius. Product: N1=CC=C(C=C1)CCN1CCC2(CC1)CCC(CC2)CC(=O)O ((3-(2-(Pyridin-4-yl)ethyl)-3-azaspiro[5.5]undec-9-yl)acetic Acid). RXN SMILES: [N:1]1[CH:6]=[CH:5][C:4]([CH2:7][CH2:8][N:9]2[CH2:14][CH2:13][C:12]3([CH2:19][CH2:18][CH:17]([CH2:20][C:21]([O:23]CC)=[O:22])[CH2:16][CH2:15]3)[CH2:11][CH2:10]2)=[CH:3][CH:2]=1>C(O)C.[OH-].[Na+].O>[N:1]1[CH:2]=[CH:3][C:4]([CH2:7][CH2:8][N:9]2[CH2:10][CH2:11][C:12]3([CH2:19][CH2:18][CH:17]([CH2:20][C:21]([OH:23])=[O:22])[CH2:16][CH2:15]3)[CH2:13][CH2:14]2)=[CH:5][CH:6]=1 |f:2.3|. Procedure: To a solution of 0.05 g (0.145 mmol) of the ester from Example 22 in 2 ml ethanol were added three drops of 2N aqueous sodium hydroxide solution. The mixture was heated at 70° C. for 3 h and diluted with 10 ml water. It was washed two times with dichloromethane, and the aqueous layer was adjusted to pH 7-8 with hydrochloric acid. After another extraction with dichloromethane the aqueous layer was concentrated under reduced pressure and the residue stirred with 20 ml of a mixture of ethanol/dichl... The reactants are CCCCCC (n-hexane), C(C)(C)(C)P(C1=C(C2=CC=CC=C2C=C1)C1=CC=CC2=CC=CC=C12)C(C)(C)C (racemic-2-di-tert-butylphosphino-1,1′-binaphthyl), CC(C)([O-])C.[K+] (Potassium tert-butoxide), C(C)(C)(C)OC(NC1COC(CC1)CC(C(O)C1=C(C=NC2=CC=C(C(=C12)F)OC)Cl)O)=O ([6-[3-(3-chloro-5-fluoro-6-methoxy-quinolin-4-yl)-2,3-dihydroxy-propyl]-tetrahydro-pyran-3-yl}-carbamic acid tert-butyl ester). Reagents/catalysts: C(C)(=O)[O-].[Pd+2].C(C)(=O)[O-] (palladium(II) acetate). The solvent is C(C)(=O)OCC (ethyl acetate), O1CCOCC1 (dioxane). Conditions: temperature 100 celsius, time 16 hour. The product is C(C)(C)(C)OC(N[C@H]1CO[C@@H](CC1)CC1C(C2=C(C=NC=3C=CC(=C(C23)F)OC)O1)O)=O ((3R,6S)-[6-(9-fluoro-1-hydroxy-8-methoxy-1,2-dihydro-furo[2,3-c]quinolin-2-ylmethyl)-tetrahydro-pyran-3-yl]-carbamic acid tert-butyl ester). Isolated yield 56.3%. RXN SMILES: CC(C)([O-])C.[K+].[C:7]([O:11][C:12](=[O:39])[NH:13][CH:14]1[CH2:19][CH2:18][CH:17]([CH2:20][CH:21]([OH:38])[CH:22]([C:24]2[C:33]3[C:28](=[CH:29][CH:30]=[C:31]([O:35][CH3:36])[C:32]=3[F:34])[N:27]=[CH:26][C:25]=2Cl)[OH:23])[O:16][CH2:15]1)([CH3:10])([CH3:9])[CH3:8].C(P(C(C)(C)C)C1C=CC2C(=CC=CC=2)C=1C1C2C(=CC=CC=2)C=CC=1)(C)(C)C.CCCCCC>O1CCOCC1.C([O-])(=O)C.[Pd+2].C([O-])(=O)C.C(OCC)(=O)C>[C:7]([O:11][C:12](=[O:39])[NH:13][C@@H:14]1[CH2:19][CH2:18][C@@H:17]([CH2:20][CH:21]2[O:38][C:25]3[CH:26]=[N:27][C:28]4[CH:29]=[CH:30][C:31]([O:35][CH3:36])=[C:32]([F:34])[C:33]=4[C:24]=3[CH:22]2[OH:23])[O:16][CH2:15]1)([CH3:10])([CH3:9])[CH3:8] |f:0.1,6.7.8|. Procedure: Potassium tert-butoxide (231 mg, 2.06 mmol, 2.0 eq) is added at room temperature to a stirred solution of (3R,6S)-{[6-[3-(3-chloro-5-fluoro-6-methoxy-quinolin-4-yl)-2,3-dihydroxy-propyl]-tetrahydro-pyran-3-yl}-carbamic acid tert-butyl ester (500 mg, 1.03 mmol, 1.0 eq) in dioxane (50 mL), followed by palladium(II) acetate (93 mg, 0.41 mmol, 0.4 eq) and racemic-2-di-tert-butylphosphino-1,1′-binaphthyl (164 mg, 0.41 mmol, 0.4 eq). After 16 hours stirring at 100° C., the reaction mixture is cooled d... The reactants are C[Si](C)(C)CCOCCl, CO, CS(=O)(=O)c1nc2cnccc2[nH]1, [Ca+2], [Cl-], [Cl-], [H-], [Na+], CN(C)C=O. Yields the product C[Si](C)(C)CCOCn1c(S(C)(=O)=O)nc2cnccc21. As a reaction SMILES: [CH3:16][Si:17]([CH2:18][CH2:19][O:20][CH2:21][Cl:22])([CH3:23])[CH3:24].[CH3:33][OH:34].[CH3:3][S:4](=[O:5])(=[O:6])[c:7]1[nH:8][c:9]2[c:10]([cH:11][n:12][cH:13][cH:14]2)[n:15]1.[Ca+2:26].[Cl-:25].[Cl-:27].[H-:2].[Na+:1].[O:28]=[CH:29][N:30]([CH3:31])[CH3:32]>>[CH3:3][S:4](=[O:5])(=[O:6])[c:7]1[n:8]([CH2:21][O:20][CH2:19][CH2:18][Si:17]([CH3:16])([CH3:23])[CH3:24])[c:9]2[c:10]([cH:11][n:12][cH:13][cH:14]2)[n:15]1. The reactants are NC=1N=CC2=C(N1)CCN(C2)C=2C(NC=CC2C)=O (3-(2-amino-7,8-dihydropyrido[4,3-d]pyrimidin-6(5H)-yl)-4-methylpyridin-2(1H)-one), COC1=CC=C(C=C1)I (4-methoxy-iodobenzene), P(=O)([O-])([O-])[O-].[K+].[K+].[K+] (potassium phosphate). Reagents/catalysts: [Cu](I)I (copper iodide). Run in CN1C(CCC1)=O (N-methylpyrrolidone). Conditions: temperature 70 celsius, time 19 hour. Yields the product NC=1N=CC2=C(N1)CCN(C2)C=2C(N(C=CC2C)C2=CC=C(C=C2)OC)=O (3-(2-amino-7,8-dihydropyrido[4,3-d]pyrimidin-6(5H)-yl)-1-(4-methoxyphenyl)-4-methylpyridin-2(1H)-one), solid. The yield is 37.0%. Reaction SMILES: [NH2:1][C:2]1[N:3]=[CH:4][C:5]2[CH2:11][N:10]([C:12]3[C:13](=[O:19])[NH:14][CH:15]=[CH:16][C:17]=3[CH3:18])[CH2:9][CH2:8][C:6]=2[N:7]=1.[CH3:20][O:21][C:22]1[CH:27]=[CH:26][C:25](I)=[CH:24][CH:23]=1.P([O-])([O-])([O-])=O.[K+].[K+].[K+]>CN1CCCC1=O.[Cu](I)I>[NH2:1][C:2]1[N:3]=[CH:4][C:5]2[CH2:11][N:10]([C:12]3[C:13](=[O:19])[N:14]([C:25]4[CH:26]=[CH:27][C:22]([O:21][CH3:20])=[CH:23][CH:24]=4)[CH:15]=[CH:16][C:17]=3[CH3:18])[CH2:9][CH2:8][C:6]=2[N:7]=1 |f:2.3.4.5|. Procedure: A degassed solution of 3-(2-amino-7,8-dihydropyrido[4,3-d]pyrimidin-6(5H)-yl)-4-methylpyridin-2(1H)-one (25 mg, 0.097 mmol), 4-methoxy-iodobenzene (23 mg, 97 mmol) N1,N2-dimethylethane-1,2-diamine (5 mg, 0.049 mmol), copper iodide (5 mg, 22 mmol), and potassium phosphate (41 mg, 0.194 mmol) in 2 mL of N-methylpyrrolidone was heated to 70° C. After allowing the reaction to stir overnight (19 h) at 70° C., the reaction was complete and allowed to cool to room temperature. The reaction was extracte... Starting materials: F[B-](F)(F)F, CCO, Cc1cc(C(=O)O)ccc1C(=O)N1CCCC1, CCN(C(C)C)C(C)C, NCc1nc2cc(Cl)ccc2[nH]1, Cl, ClCCl, C1CCOC1, CN(C)C(On1nnc2ccccc21)=[N+](C)C. The product is Cc1cc(C(=O)NCc2nc3cc(Cl)ccc3[nH]2)ccc1C(=O)N1CCCC1. RXN SMILES: [B-:18]([F:19])([F:20])([F:21])[F:22].[CH2:67]([OH:68])[CH3:69].[CH3:1][c:2]1[cH:3][c:4]([C:5](=[O:6])[OH:7])[cH:8][cH:9][c:10]1[C:11](=[O:12])[N:13]1[CH2:14][CH2:15][CH2:16][CH2:17]1.[CH:40]([N:41]([CH:42]([CH3:43])[CH3:44])[CH2:45][CH3:46])([CH3:47])[CH3:48].[Cl:49][c:50]1[cH:51][c:52]2[c:53]([nH:54][c:55]([CH2:57][NH2:58])[n:56]2)[cH:59][cH:60]1.[Cl:61].[Cl:70][CH2:71][Cl:72].[O:62]1[CH2:63][CH2:64][CH2:65][CH2:66]1.[n:23]1([O:24][C:25]([N:26]([CH3:27])[CH3:28])=[N+:29]([CH3:30])[CH3:31])[c:32]2[cH:33][cH:34][cH:35][cH:36][c:37]2[n:38][n:39]1>>[CH3:1][c:2]1[cH:3][c:4]([C:5](=[O:7])[NH:58][CH2:57][c:55]2[nH:54][c:53]3[c:52]([cH:51][c:50]([Cl:49])[cH:60][cH:59]3)[n:56]2)[cH:8][cH:9][c:10]1[C:11](=[O:12])[N:13]1[CH2:14][CH2:15][CH2:16][CH2:17]1. The reactants are N(=[N+]=[N-])[C@H]1CO[C@@H]([C@H](C1)O)CO (1,5-Anhydro-2-azido-2,3-dideoxy-D-glucitol), COC1=CC=C(C(C2=CC=C(C=C2)OC)(C2=CC=CC=C2)Cl)C=C1 (4,4′-dimethoxytritylchloride). Run in N1=CC=CC=C1 (pyridine), N1=CC=CC=C1 (pyridine). Yields the product COC1=CC=C(C(C2=CC=C(C=C2)OC)(C2=CC=CC=C2)OC[C@@H]2[C@H](C[C@H](CO2)N=[N+]=[N-])O)C=C1 (6-O-(4,4′-Dimethoxytrityl)-1,5-anhydro-2-azido-2,3-dideoxy-D-glucitol). Yield: 77.1%. Reaction SMILES: [N:1]([C@@H:4]1[CH2:9][C@H:8]([OH:10])[C@@H:7]([CH2:11][OH:12])[O:6][CH2:5]1)=[N+:2]=[N-:3].[CH3:13][O:14][C:15]1[CH:36]=[CH:35][C:18]([C:19](Cl)([C:28]2[CH:33]=[CH:32][CH:31]=[CH:30][CH:29]=2)[C:20]2[CH:25]=[CH:24][C:23]([O:26][CH3:27])=[CH:22][CH:21]=2)=[CH:17][CH:16]=1>N1C=CC=CC=1>[CH3:27][O:26][C:23]1[CH:22]=[CH:21][C:20]([C:19]([O:12][CH2:11][C@H:7]2[O:6][CH2:5][C@H:4]([N:1]=[N+:2]=[N-:3])[CH2:9][C@@H:8]2[OH:10])([C:28]2[CH:29]=[CH:30][CH:31]=[CH:32][CH:33]=2)[C:18]2[CH:35]=[CH:36][C:15]([O:14][CH3:13])=[CH:16][CH:17]=2)=[CH:25][CH:24]=1. Procedure: 0.52 g (3.0 mmole) of 1,5-anhydro-2-azido-2,3-dideoxy-D-glucitol (11) were dissolved in 9 ml of pyridine. Thereafter, 1.1 g (3.2 mmole) of 4,4′-dimethoxytritylchloride in 9 ml of pyridine are added at r.t. within 30 min under stirring. The reaction mixture was stirred for another 3 h at r.t. Then pyridine was evaporated and the residue was dissolved in 100 ml of ethyl acetate und washed twice with 60 ml of 5% sodium hydrogencarbonate solution. Organic layer was separated, dried over sodium sulfa...